This data is from the Open Reaction Database (ORD), a public repository of structured organic reaction records. The task is: describe an organic reaction: reactants, conditions, products, and yield The reactants are [OH-].[Ca+2].[OH-] (calcium hydroxide), C(CCCCCCCCCCCCCCCCC)(=O)O (stearic acid). Solvent: O (water). The product is C(CCCCCCCCCCCCCCCCC)(=O)[O-].[Ca+2].C(CCCCCCCCCCCCCCCCC)(=O)[O-] (Calcium Stearate). RXN SMILES: [OH-].[Ca+2:2].[OH-].[C:4]([OH:23])(=[O:22])[CH2:5][CH2:6][CH2:7][CH2:8][CH2:9][CH2:10][CH2:11][CH2:12][CH2:13][CH2:14][CH2:15][CH2:16][CH2:17][CH2:18][CH2:19][CH2:20][CH3:21]>O>[C:4]([O-:23])(=[O:22])[CH2:5][CH2:6][CH2:7][CH2:8][CH2:9][CH2:10][CH2:11][CH2:12][CH2:13][CH2:14][CH2:15][CH2:16][CH2:17][CH2:18][CH2:19][CH2:20][CH3:21].[Ca+2:2].[C:4]([O-:23])(=[O:22])[CH2:5][CH2:6][CH2:7][CH2:8][CH2:9][CH2:10][CH2:11][CH2:12][CH2:13][CH2:14][CH2:15][CH2:16][CH2:17][CH2:18][CH2:19][CH2:20][CH3:21] |f:0.1.2,5.6.7|. Procedure: 317.5 Kg of calcium hydroxide was charged to a Littleford mixer, followed by addition of 11.3 Kg of water. 606.9 Kg of melted stearic acid was then added with high intensity mixing. Total batch time was 30 minutes with reaction time of approximately 15 to 20 minutes. The analysis of the product showed an ash content of 26.95 percent.